This data is from the Open Reaction Database (ORD), a public repository of structured organic reaction records. The task is: describe an organic reaction: reactants, conditions, products, and yield Starting materials: C1COCCOCCOCCOCCOCCO1, CCO, [K+], [OH-], O, CCOC(=O)c1c(O)cccc1-c1ccccc1. Product: O=C(O)c1c(O)cccc1-c1ccccc1. As a reaction SMILES: [CH2:19]1[O:20][CH2:21][CH2:22][O:23][CH2:24][CH2:25][O:26][CH2:27][CH2:28][O:29][CH2:30][CH2:31][O:32][CH2:33][CH2:34][O:35][CH2:36]1.[CH3:39][CH2:40][OH:41].[K+:38].[OH-:37].[OH2:42].[c:1]1(-[c:7]2[cH:8][cH:9][cH:10][c:11]([OH:18])[c:12]2[C:13](=[O:14])[O:15][CH2:16][CH3:17])[cH:2][cH:3][cH:4][cH:5][cH:6]1>>[c:1]1(-[c:7]2[cH:8][cH:9][cH:10][c:11]([OH:18])[c:12]2[C:13](=[O:14])[OH:15])[cH:2][cH:3][cH:4][cH:5][cH:6]1. Reactants: ClC(C(=O)Cl)C1=CC=CC=C1 (2-chloro-2-phenylacetylchloride), O (water), [H-].[Na+] (Sodium hydride), CC=1C=C(C=C(C1)C)O (3,5-dimethylphenol). Solvent: CN(C)C=O (DMF), CN(C)C=O (DMF). Reaction conditions: time 30 minute. Product: ClC(C(=O)OC1=CC(=CC(=C1)C)C)C1=CC=CC=C1 ((±)-3,5-dimethylphenyl α-chlorobenzeneacetate). The yield is 7.3%. RXN SMILES: [H-].[Na+].[CH3:3][C:4]1[CH:5]=[C:6]([OH:11])[CH:7]=[C:8]([CH3:10])[CH:9]=1.[Cl:12][CH:13]([C:17]1[CH:22]=[CH:21][CH:20]=[CH:19][CH:18]=1)[C:14](Cl)=[O:15].O>CN(C=O)C>[Cl:12][CH:13]([C:17]1[CH:22]=[CH:21][CH:20]=[CH:19][CH:18]=1)[C:14]([O:11][C:6]1[CH:7]=[C:8]([CH3:10])[CH:9]=[C:4]([CH3:3])[CH:5]=1)=[O:15] |f:0.1|. Procedure details: Sodium hydride (2 g) was added portionwise to a solution of 3,5-dimethylphenol (6.1 g) in DMF (50 ml). The mixture was stirred for 30 minutes and added dropwise at a temperature below 30° C. to a solution of 2-chloro-2-phenylacetylchloride (9.45 g) in DMF (50 ml). The mixture was stirred overnight, decomposed with water (5 ml) and the solvent was evaporated. Water was added and the mixture was extracted with DCM. The separated organic layer was dried, filtered and the solvent was evaporated. The... Reactants: S1C(=CC=C1)C=O (thiophene-2-carboxaldehyde), [Cl-].[NH4+] (ammonium chloride), O1C(OCC1)C1=CC=2C(CCC(C2C=C1Br)(C)C)(C)C (2-(1,3-dioxolan-2-yl)-3-bromo-5,5,8,8-tetramethyl-5,6,7,8-tetrahydronaphthalene), [Li]CCCC (n-BuLi). Solvent: O1CCCC1 (tetrahydrofuran), C(C)(=O)OCC (ethyl acetate), O1CCCC1 (tetrahydrofuran). Conditions: temperature -78 celsius, time 45 minute. Product: O1C(OCC1)C1=CC=2C(CCC(C2C=C1C(C=1SC=CC1)O)(C)C)(C)C (2-(1,3-dioxolan-2-yl)-3-[1-hydroxy-1-(thiophene-2-yl)methyl]-5,5,8,8-tetramethyl-5,6,7,8-tetrahydronaphthalene), solid. The yield is 67.0%. Reaction SMILES: [O:1]1[CH2:5][CH2:4][O:3][CH:2]1[C:6]1[C:15](Br)=[CH:14][C:13]2[C:12]([CH3:18])([CH3:17])[CH2:11][CH2:10][C:9]([CH3:20])([CH3:19])[C:8]=2[CH:7]=1.[Li]CCCC.[S:26]1[CH:30]=[CH:29][CH:28]=[C:27]1[CH:31]=[O:32].[Cl-].[NH4+]>O1CCCC1.C(OCC)(=O)C>[O:1]1[CH2:5][CH2:4][O:3][CH:2]1[C:6]1[C:15]([CH:31]([OH:32])[C:27]2[S:26][CH:30]=[CH:29][CH:28]=2)=[CH:14][C:13]2[C:12]([CH3:18])([CH3:17])[CH2:11][CH2:10][C:9]([CH3:20])([CH3:19])[C:8]=2[CH:7]=1 |f:3.4|. Procedure: To a −78° C. tetrahydrofuran (3.0 mL) solution of 2-(1,3-dioxolan-2-yl)-3-bromo-5,5,8,8-tetramethyl-5,6,7,8-tetrahydronaphthalene (253 mg, 0.75 mmol) was added n-BuLi (1.6 M in hexane, 0.49 mL). The reaction mixture gradually thickened over 45 min. A solution of thiophene-2-carboxaldehyde (0.09 mL, 0.94 mmol) in tetrahydrofuran (0.75 mL) was added dropwise to the above slurry. The reaction mixture rapidly became homogeneous and was stirred at −78° C. for 45 minutes. Saturated ammonium chloride a... The reactants are C(C)(C)(C)OC(=O)N1CCN(CC1)C(C1CCCCC1)C1CCCCC1 (4-Dicyclohexylmethyl-piperazine-1-carboxylic acid tert-butyl ester), Cl.CCOC(=O)C (HCl EtOAc). Reported procedure: A solution of the product from Step I (200 mg, 0.55 mmol) in 1N HCl/EtOAc (5.5 mL) was stirred at room temperature overnight. Solvent was removed under reduced pressure and solid washed twice with Et2O to afford the title compound as a white solid. MS m/z 264.9 (M++1). Yields the product Cl.Cl.C1(CCCCC1)C(N1CCNCC1)C1CCCCC1 (1-Dicyclohexylmethyl-piperazine dihydrochloride salt). RXN SMILES: C(OC([N:8]1[CH2:13][CH2:12][N:11]([CH:14]([CH:21]2[CH2:26][CH2:25][CH2:24][CH2:23][CH2:22]2)[CH:15]2[CH2:20][CH2:19][CH2:18][CH2:17][CH2:16]2)[CH2:10][CH2:9]1)=O)(C)(C)C.[ClH:27].CCOC(C)=O>>[ClH:27].[ClH:27].[CH:21]1([CH:14]([CH:15]2[CH2:20][CH2:19][CH2:18][CH2:17][CH2:16]2)[N:11]2[CH2:10][CH2:9][NH:8][CH2:13][CH2:12]2)[CH2:22][CH2:23][CH2:24][CH2:25][CH2:26]1 |f:1.2,3.4.5|.